Dataset: the Open Reaction Database (ORD), a public repository of structured organic reaction records. Task: describe an organic reaction: reactants, conditions, products, and yield The reactants are CC(C)(C)OC(=O)NC1CCCC1C(=O)N1CCC(O)(c2ccc(Cl)cc2)C(C)(C)C1, Cl, C1COCCO1. Product: CC1(C)CN(C(=O)C2CCCC2N)CCC1(O)c1ccc(Cl)cc1, Cl. Reaction SMILES: [Cl:1][c:2]1[cH:3][cH:4][c:5]([C:8]2([OH:31])[C:9]([CH3:29])([CH3:30])[CH2:10][N:11]([C:14](=[O:15])[CH:16]3[CH:17]([NH:21][C:22](=[O:23])[O:24][C:25]([CH3:26])([CH3:27])[CH3:28])[CH2:18][CH2:19][CH2:20]3)[CH2:12][CH2:13]2)[cH:6][cH:7]1.[ClH:32].[O:33]1[CH2:34][CH2:35][O:36][CH2:37][CH2:38]1>>[Cl:1][c:2]1[cH:3][cH:4][c:5]([C:8]2([OH:31])[C:9]([CH3:29])([CH3:30])[CH2:10][N:11]([C:14](=[O:15])[CH:16]3[CH:17]([NH2:21])[CH2:18][CH2:19][CH2:20]3)[CH2:12][CH2:13]2)[cH:6][cH:7]1.[ClH:32].